From a dataset of the Open Reaction Database (ORD), a public repository of structured organic reaction records. describe an organic reaction: reactants, conditions, products, and yield The reactants are ClC=1C=C(C(=O)O)C=CC1C(C)OC1=CC=CC=C1 (3-chloro-4-(1-phenoxyethyl)benzoic acid), Cl.CN(CCCN=C=NCC)C (1-(3-Dimethylaminopropyl)-3-ethylcarbodiimide hydrochloride), NCC=1C(=NC(=CC1C)C)O (3-(aminomethyl)-4,6-dimethylpyridin-2-ol). The solvent is ClCCl (dichloromethane). Conditions: temperature 20 celsius, time 13 hour. The product is ClC=1C=C(C(=O)NCC=2C(=NC(=CC2C)C)O)C=CC1C(C)OC1=CC=CC=C1 (3-chloro-N-((2-hydroxy-4,6-dimethylpyridin-3-yl)methyl)-4-(1-phenoxyethyl)benzamide). Isolated yield 87.6%. RXN SMILES: [Cl:1][C:2]1[CH:3]=[C:4]([CH:8]=[CH:9][C:10]=1[CH:11]([O:13][C:14]1[CH:19]=[CH:18][CH:17]=[CH:16][CH:15]=1)[CH3:12])[C:5]([OH:7])=O.Cl.CN(C)CCCN=C=NCC.[NH2:32][CH2:33][C:34]1[C:35]([OH:42])=[N:36][C:37]([CH3:41])=[CH:38][C:39]=1[CH3:40]>ClCCl>[Cl:1][C:2]1[CH:3]=[C:4]([CH:8]=[CH:9][C:10]=1[CH:11]([O:13][C:14]1[CH:19]=[CH:18][CH:17]=[CH:16][CH:15]=1)[CH3:12])[C:5]([NH:32][CH2:33][C:34]1[C:35]([OH:42])=[N:36][C:37]([CH3:41])=[CH:38][C:39]=1[CH3:40])=[O:7] |f:1.2|. Reported procedure: To a solution of 3-chloro-4-(1-phenoxyethyl)benzoic acid (262 mg, 1.0 mmol), 1-hydroxybenzotriozole (202 mg, 1.5 mmol), 1-(3-Dimethylaminopropyl)-3-ethylcarbodiimide hydrochloride (288 mg, 1.5 mmol) triethylamine (0.4 mL) in dichloromethane (15 mL) was added 3-(aminomethyl)-4,6-dimethylpyridin-2-ol (152 mg, 1.0 mmol). The reaction mixture was stirred at 20° C. for 13 hours. The mixture was washed with water (20 mL×2). The organic phase was dried over sodium sulfate and filtered. The filtrate was...